This data is from the Open Reaction Database (ORD), a public repository of structured organic reaction records. The task is: describe an organic reaction: reactants, conditions, products, and yield Reagents/catalysts: [Pd] (palladium). The product is CC(C)C=1C=C(C=CC1)C(C)(C)NC(=O)N1CCN2CCC1CC2 (N-{2-[3-(propan-2-yl)phenyl]propan-2-yl}-1,4-diazabicyclo[3.2.2]nonane-4-carboxamide). Procedure: Using general procedure F, N-(2-(3-(prop-1-en-2-yl)phenyl)propan-2-yl)-1,4-diazabicyclo[3.2.2]nonane-4-carboxamide (100 mg, 0.305 mmol) and palladium, (20 mg, 20 wt. % on carbon) gave the title compound as an off-white solid (60 mg, 57%). 1H NMR (400 MHz, CDCl3) δ 7.28-7.21 (m, 3H), 7.11 (d, J=8.0 Hz, 1H), 4.71 (s, 1H), 4.02 (s, 1H), 3.66 (t, J=8.0 Hz, 2H) 3.15 (m, 7H), 2.06 (br s, 2H), 1.77 (s, 7H) 1.26 (d, J=4.0 Hz, 6H) ppm. 13C NMR (100 MHz, CDCl3) δ 155.8, 148.9, 148.5, 128.5.1, 124.7, 123.1... The yield is 59.7%. Reactants: C=C(C)C=1C=C(C=CC1)C(C)(C)NC(=O)N1CCN2CCC1CC2 (N-(2-(3-(prop-1-en-2-yl)phenyl)propan-2-yl)-1,4-diazabicyclo[3.2.2]nonane-4-carboxamide). RXN SMILES: [CH2:1]=[C:2]([C:4]1[CH:5]=[C:6]([C:10]([NH:13][C:14]([N:16]2[CH:22]3[CH2:23][CH2:24][N:19]([CH2:20][CH2:21]3)[CH2:18][CH2:17]2)=[O:15])([CH3:12])[CH3:11])[CH:7]=[CH:8][CH:9]=1)[CH3:3]>[Pd]>[CH3:3][CH:2]([C:4]1[CH:5]=[C:6]([C:10]([NH:13][C:14]([N:16]2[CH:22]3[CH2:21][CH2:20][N:19]([CH2:24][CH2:23]3)[CH2:18][CH2:17]2)=[O:15])([CH3:12])[CH3:11])[CH:7]=[CH:8][CH:9]=1)[CH3:1]. The reactants are [Br-], COc1cc2nccc(Oc3ccc(C)cc3C=O)c2cc1OC, CC(C)[Mg+], [Cl-], [NH4+], C1CCOC1. Yields the product COc1cc2nccc(Oc3ccc(C)cc3C(O)C(C)C)c2cc1OC. RXN SMILES: [Br-:25].[CH3:1][O:2][c:3]1[cH:4][c:5]2[c:6]([O:15][c:16]3[c:17]([CH:18]=[O:19])[cH:20][c:21]([CH3:24])[cH:22][cH:23]3)[cH:7][cH:8][n:9][c:10]2[cH:11][c:12]1[O:13][CH3:14].[CH:26]([CH3:27])([CH3:28])[Mg+:29].[Cl-:30].[NH4+:31].[O:32]1[CH2:33][CH2:34][CH2:35][CH2:36]1>>[CH3:1][O:2][c:3]1[cH:4][c:5]2[c:6]([O:15][c:16]3[c:17]([CH:18]([OH:19])[CH:26]([CH3:27])[CH3:28])[cH:20][c:21]([CH3:24])[cH:22][cH:23]3)[cH:7][cH:8][n:9][c:10]2[cH:11][c:12]1[O:13][CH3:14]. Reactants: 140.5, [Br-].FC1=CC=C(C=C1)C(C1=CC=[N+](C=C1)CC1=CC=CC=C1)(O)C1=CC=C(C=C1)F (4-[bis(4-fluorophenyl)hydroxymethyl]-1-(phenylmethyl)pyridinium bromide), CO (methanol), [BH4-].[Na+] (sodium borohydride). Procedure: To a stirred solution of 140.5 parts of 4-[bis(4-fluorophenyl)hydroxymethyl]-1-(phenylmethyl)pyridinium bromide in 640 parts of methanol were added portionwise, during a 2 hours-period, 15.1 parts of sodium borohydride at room temperature (cooling in ice-water was necessary). Upon completion, the whole was stirred and refluxed for 30 minutes. After cooling to room temperature, 800 parts of water were added. The whole was allowed to stand overnight. The reaction mixture was evaporated till all tr... The product is FC1=CC=C(C=C1)C(O)(C=1CCN(CC1)CC1=CC=CC=C1)C1=CC=C(C=C1)F (α,α-bis(4-fluorophenyl)-1,2,3,6-tetrahydro-1-(phenylmethyl)-4-pyridinemethanol), intermediate 28. Conditions: time 8 hour. RXN SMILES: [Br-].[F:2][C:3]1[CH:8]=[CH:7][C:6]([C:9]([C:24]2[CH:29]=[CH:28][C:27]([F:30])=[CH:26][CH:25]=2)([OH:23])[C:10]2[CH:15]=[CH:14][N+:13]([CH2:16][C:17]3[CH:22]=[CH:21][CH:20]=[CH:19][CH:18]=3)=[CH:12][CH:11]=2)=[CH:5][CH:4]=1.CO.[BH4-].[Na+]>O>[F:2][C:3]1[CH:8]=[CH:7][C:6]([C:9]([C:24]2[CH:25]=[CH:26][C:27]([F:30])=[CH:28][CH:29]=2)([C:10]2[CH2:15][CH2:14][N:13]([CH2:16][C:17]3[CH:22]=[CH:21][CH:20]=[CH:19][CH:18]=3)[CH2:12][CH:11]=2)[OH:23])=[CH:5][CH:4]=1 |f:0.1,3.4|. Solvent: O (water), ice water. Isolated yield 94.5%.